The task is: describe an organic reaction: reactants, conditions, products, and yield. This data is from the Open Reaction Database (ORD), a public repository of structured organic reaction records. The reactants are CCOC(C)=O, CCN(C(C)C)C(C)C, CCC(O)c1cnc(Cl)nc1Cl, O=P(Br)(Br)Br. The product is CCC(Br)c1cnc(Cl)nc1Cl. RXN SMILES: [CH3:27][CH2:28][O:29][C:30](=[O:31])[CH3:32].[CH:13]([N:14]([CH:15]([CH3:16])[CH3:17])[CH2:18][CH3:19])([CH3:20])[CH3:21].[Cl:1][c:2]1[n:3][cH:4][c:5]([CH:9]([CH2:10][CH3:11])[OH:12])[c:6]([Cl:8])[n:7]1.[P:22]([Br:23])([Br:24])([Br:25])=[O:26]>>[Cl:1][c:2]1[n:3][cH:4][c:5]([CH:9]([CH2:10][CH3:11])[Br:24])[c:6]([Cl:8])[n:7]1. Reactants: [Al+3], CCOC(=O)CCCc1ccc(F)cc1, [H-], [H-], [H-], [H-], [Li+], [Na+], C1CCOC1, [OH-], O. Yields the product OCCCCc1ccc(F)cc1. RXN SMILES: [Al+3:18].[F:1][c:2]1[cH:3][cH:4][c:5]([CH2:8][CH2:9][CH2:10][C:11](=[O:12])[O:13][CH2:14][CH3:15])[cH:6][cH:7]1.[H-:16].[H-:19].[H-:20].[H-:21].[Li+:17].[Na+:24].[O:25]1[CH2:26][CH2:27][CH2:28][CH2:29]1.[OH-:23].[OH2:22]>>[F:1][c:2]1[cH:3][cH:4][c:5]([CH2:8][CH2:9][CH2:10][CH2:11][OH:12])[cH:6][cH:7]1. Reactants: C1COCCOCCOCCOCCO1 (15-crown-5), NC=1C(=C(C(=O)OC)C=CC1)C (methyl 3-amino-2-methylbenzoate), [S-]C#N.[Na+] (sodium thiocyanate), S(O)(O)(=O)=O (sulfuric acid). Reaction SMILES: [NH2:1][C:2]1[C:3]([CH3:12])=[C:4]([CH:9]=[CH:10][CH:11]=1)[C:5]([O:7][CH3:8])=[O:6].S(=O)(=O)(O)O.[S-:18][C:19]#[N:20].[Na+].C1OCCOCCOCCOCCOC1>ClC1C=CC=CC=1>[CH3:12][C:3]1[C:4]([C:5]([O:7][CH3:8])=[O:6])=[CH:9][CH:10]=[CH:11][C:2]=1[NH:1][C:19]([NH2:20])=[S:18] |f:2.3|. The product is CC1=C(C=CC=C1C(=O)OC)NC(=S)N (N-(2-Methyl-3-methoxycarbonylphenyl)thiourea). Reaction conditions: temperature 100 celsius. The solvent is ClC1=CC=CC=C1 (chlorobenzene). Reported procedure: 90.7 g of methyl 3-amino-2-methylbenzoate (0.55 mol) were dissolved in 510 ml of chlorobenzene and, at −5° C., admixed with 14 ml of conc. sulfuric acid and 49 g of sodium thiocyanate (0.6 mol). 2 ml of 15-crown-5 were then added, and the reaction mixture was heated at 100° C. for 13 h. After cooling, the solid was filtered off with.suction, washed with water and dried. Yield: 104.8 g (85%). Starting materials: COc1ccc2ccccc2c1 (substrate), [Li]C1CCCCC=1 (effective_coupling_partner). Reagents/catalysts: SIMes. Run at temperature 70 celsius, time 12 hour. Yields the product C1=C(c2ccc3ccccc3c2)CCCC1. Reactants: CC(C)(C)[O-], Cc1cc2ccccc2[nH]1, CS(C)=O, O=[N+]([O-])c1ccc(F)cc1, [K+], O. Product: Cc1cc2ccccc2n1-c1ccc([N+](=O)[O-])cc1. Reaction SMILES: [CH3:11][C:12]([CH3:13])([O-:14])[CH3:15].[CH3:1][c:2]1[nH:3][c:4]2[cH:5][cH:6][cH:7][cH:8][c:9]2[cH:10]1.[CH3:27][S:28]([CH3:29])=[O:30].[F:17][c:18]1[cH:19][cH:20][c:21]([N+:24](=[O:25])[O-:26])[cH:22][cH:23]1.[K+:16].[OH2:31]>>[CH3:1][c:2]1[n:3](-[c:18]2[cH:19][cH:20][c:21]([N+:24](=[O:25])[O-:26])[cH:22][cH:23]2)[c:4]2[cH:5][cH:6][cH:7][cH:8][c:9]2[cH:10]1. Starting materials: BrC1=CC=C(C=N1)CC1=CN(C2=NC=CC=C21)[Si](C(C)C)(C(C)C)C(C)C (3-(6-Bromo-pyridin-3-ylmethyl)-1-triisopropylsilanyl-1H-pyrrolo[2,3-b]pyridine), FC(C1=CC=C(C(=O)N)C=C1)(F)F (4-trifluoromethyl-benzamide), CC1(C2=C(C(=CC=C2)P(C3=CC=CC=C3)C4=CC=CC=C4)OC5=C(C=CC=C51)P(C6=CC=CC=C6)C7=CC=CC=C7)C (Xanthphos), C([O-])([O-])=O.[Cs+].[Cs+] (cesium carbonate). Reagents/catalysts: C=1C=CC(=CC1)/C=C/C(=O)/C=C/C2=CC=CC=C2.C=1C=CC(=CC1)/C=C/C(=O)/C=C/C2=CC=CC=C2.C=1C=CC(=CC1)/C=C/C(=O)/C=C/C2=CC=CC=C2.[Pd].[Pd] (Tris(dibenzylideneacetone)-dipalladium(0)). The solvent is O1CCOCC1 (1,4-dioxane), O (water). Run at temperature 120 celsius. Product: N1C=C(C=2C1=NC=CC2)CC=2C=CC(=NC2)NC(C2=CC=C(C=C2)C(F)(F)F)=O (N-[5-(1H-Pyrrolo[2,3-b]pyridin-3-ylmethyl)-pyridin-2-yl]-4-trifluoromethyl-benzamide). As a reaction SMILES: Br[C:2]1[N:7]=[CH:6][C:5]([CH2:8][C:9]2[C:17]3[C:12](=[N:13][CH:14]=[CH:15][CH:16]=3)[N:11]([Si](C(C)C)(C(C)C)C(C)C)[CH:10]=2)=[CH:4][CH:3]=1.[F:28][C:29]([F:40])([F:39])[C:30]1[CH:38]=[CH:37][C:33]([C:34]([NH2:36])=[O:35])=[CH:32][CH:31]=1.CC1(C)C2C(=C(P(C3C=CC=CC=3)C3C=CC=CC=3)C=CC=2)OC2C(P(C3C=CC=CC=3)C3C=CC=CC=3)=CC=CC1=2.C(=O)([O-])[O-].[Cs+].[Cs+]>O1CCOCC1.C1C=CC(/C=C/C(/C=C/C2C=CC=CC=2)=O)=CC=1.C1C=CC(/C=C/C(/C=C/C2C=CC=CC=2)=O)=CC=1.C1C=CC(/C=C/C(/C=C/C2C=CC=CC=2)=O)=CC=1.[Pd].[Pd].O>[NH:11]1[C:12]2=[N:13][CH:14]=[CH:15][CH:16]=[C:17]2[C:9]([CH2:8][C:5]2[CH:4]=[CH:3][C:2]([NH:36][C:34](=[O:35])[C:33]3[CH:37]=[CH:38][C:30]([C:29]([F:39])([F:40])[F:28])=[CH:31][CH:32]=3)=[N:7][CH:6]=2)=[CH:10]1 |f:3.4.5,7.8.9.10.11|. Procedure details: To 3-(6-Bromo-pyridin-3-ylmethyl)-1H-pyrrolo[2,3-b]pyridine (6a, 50.0 mg, 0.000174 mol, prepared as described in Example 2) in 1,4-dioxane (4.0 mL) were added 4-trifluoromethyl-benzamide (51, 70.0 mg, 0.37 mmol), Xanthphos (15.0 mg, 0.026 mmol), cesium carbonate (130.0 mg, 0.40 mmol) and Tris(dibenzylideneacetone)-dipalladium(0) (25.0 mg, 0.024 mmol) under an atmosphere of nitrogen. The reaction was heated to 120° C. for 10 minutes in a CEM Discover microwave instrument. The reaction was poured ... Starting materials: BrC=1SC(=C(N1)C(=O)OC)C1=CC=CC=C1 (methyl 2-bromo-5-phenyl-4-thiazolecarboxylate), NCCNC(OC(C)(C)C)=O (t-butyl (2-aminoethyl)carbamate), NC=1SC(=C(N1)C(=O)OC)C1=CC=CC=C1 (methyl 2-amino-5-phenyl-4-thiazolecarboxylate). Yields the product BrC=1SC(=C(N1)C(=O)NCCNC(OC(C)(C)C)=O)C1=CC=CC=C1 (t-butyl [2-(2-bromo-5-phenyl-4-thiazolecarboxamido)ethyl]carbamate). Isolated yield 20.3%. Reaction SMILES: [Br:1][C:2]1[S:3][C:4]([C:11]2[CH:16]=[CH:15][CH:14]=[CH:13][CH:12]=2)=[C:5]([C:7]([O:9]C)=O)[N:6]=1.[NH2:17][CH2:18][CH2:19][NH:20][C:21](=[O:27])[O:22][C:23]([CH3:26])([CH3:25])[CH3:24].NC1SC(C2C=CC=CC=2)=C(C(OC)=O)N=1>>[Br:1][C:2]1[S:3][C:4]([C:11]2[CH:16]=[CH:15][CH:14]=[CH:13][CH:12]=2)=[C:5]([C:7]([NH:17][CH2:18][CH2:19][NH:20][C:21](=[O:27])[O:22][C:23]([CH3:25])([CH3:24])[CH3:26])=[O:9])[N:6]=1. Procedure: 2.0 g (6.7 mmol) of methyl 2-bromo-5-phenyl-4-thiazolecarboxylate and 1.61 g (10.1 mmol) of t-butyl (2-aminoethyl)carbamate were stirred under reduced pressure for 2.5 hours at 110° bath temperature, whereby the methanol formed was distilled off continuously. After chromatography on 100 g of silica gel with methylene chloride and a 4:1 mixture of methylene chloride and ethyl acetate there was obtained 0.58 g (26%) of t-butyl [2-(2-bromo-5-phenyl-4-thiazolecarboxamido)ethyl]carbamate as a pale ye...